Dataset: the Open Reaction Database (ORD), a public repository of structured organic reaction records. Task: describe an organic reaction: reactants, conditions, products, and yield Starting materials: CON, CC(C)(C)[O-], Cl[Cu], Cl, [K+], O=[N+]([O-])c1ccccc1-c1ccccc1, CN(C)C=O. The product is Nc1cccc(-c2ccccc2)c1[N+](=O)[O-]. RXN SMILES: [CH3:17][O:18][NH2:19].[CH3:20][C:21]([CH3:22])([O-:23])[CH3:24].[Cl:31][Cu:32].[ClH:16].[K+:25].[N+:1](=[O:2])([O-:3])[c:4]1[c:5](-[c:10]2[cH:11][cH:12][cH:13][cH:14][cH:15]2)[cH:6][cH:7][cH:8][cH:9]1.[O:26]=[CH:27][N:28]([CH3:29])[CH3:30]>>[N+:1](=[O:2])([O-:3])[c:4]1[c:5](-[c:10]2[cH:11][cH:12][cH:13][cH:14][cH:15]2)[cH:6][cH:7][cH:8][c:9]1[NH2:19]. The reactants are [Li+].[OH-] (LiOH), IC1=C(C=CC(=C1)[N+](=O)[O-])N(S(=O)(=O)C)S(=O)(=O)C (N-(2-iodo-4-nitrophenyl)-N-(methylsulfonyl)methanesulfonamide), Cl (HCl), [NH4+].[Cl-] (NH4Cl). The solvent is C(C)O.O (ethanol water), C(C)O (ethanol), O (H2O). Yields the product IC1=C(C=CC(=C1)[N+](=O)[O-])NS(=O)(=O)C (N-(2-iodo-4-nitrophenyl)methanesulfonamide). RXN SMILES: [Li+].[OH-].[I:3][C:4]1[CH:9]=[C:8]([N+:10]([O-:12])=[O:11])[CH:7]=[CH:6][C:5]=1[N:13](S(C)(=O)=O)[S:14]([CH3:17])(=[O:16])=[O:15].[NH4+].[Cl-].Cl>C(O)C.O.C(O)C.O>[I:3][C:4]1[CH:9]=[C:8]([N+:10]([O-:12])=[O:11])[CH:7]=[CH:6][C:5]=1[NH:13][S:14]([CH3:17])(=[O:16])=[O:15] |f:0.1,3.4,8.9|. Reported procedure: LiOH (0.21 mg, 8.9 mmol) in a mixture ethanol/water 2/1 (18 ml) was added to a solution of N-(2-iodo-4-nitrophenyl)-N-(methylsulfonyl)methanesulfonamide (0.75 g, 1.78 mmol). The reaction mixture was refluxed for two hours. After cooling at room temperature, the reaction mixture was neutralized with H2O, NH4Cl and HCl 2N, then ethanol was eliminated, and the aqueous phase was extracted with ethyl acetate (3×20 ml). The organic solvent was removed by evaporating under reduced pressure to give N-(2...